This data is from the Open Reaction Database (ORD), a public repository of structured organic reaction records. The task is: describe an organic reaction: reactants, conditions, products, and yield Starting materials: ClN1C(CCC1=O)=O (N-chlorosuccinimide), ClC1=CC(=NC=C1)OC (4-chloro-2-methoxypyridine), O (water). Run in CN(C=O)C (dimethylformamide). Conditions: time 12 hour. Yields the product ClC1=CC(=NC=C1Cl)OC (4,5-dichloro-2-methoxypyridine). The yield is 73.1%. Reaction SMILES: [Cl:1][C:2]1[CH:7]=[CH:6][N:5]=[C:4]([O:8][CH3:9])[CH:3]=1.[Cl:10]N1C(=O)CCC1=O.O>CN(C)C=O>[Cl:1][C:2]1[C:7]([Cl:10])=[CH:6][N:5]=[C:4]([O:8][CH3:9])[CH:3]=1. Reported procedure: 10.0 g (69.9 mmol) of crude 4-chloro-2-methoxypyridine obtained in Step (d) was dissolved in 100 ml of dimethylformamide, and 37.2 g (279 mmol) of N-chlorosuccinimide was added, followed by stirring at room temperature for 12 hours. 400 ml of water was added to terminate the reaction, followed by extraction with ethyl ether. The organic layer was washed with a saturated sodium chloride solution, dried over sodium sulfate and subjected to filtration, and the solvent was distilled off under reduce... Reactants: Cc1c(C2=NC(C)(C)CO2)cccc1[N+](=O)[O-], [H][H], C1CCOC1, [Pd]. Product: Cc1c(N)cccc1C1=NC(C)(C)CO1. Reaction SMILES: [CH3:1][C:2]1([CH3:17])[N:3]=[C:4]([c:7]2[c:8]([CH3:16])[c:9]([N+:13]([O-:14])=[O:15])[cH:10][cH:11][cH:12]2)[O:5][CH2:6]1.[H:18][H:19].[O:20]1[CH2:21][CH2:22][CH2:23][CH2:24]1.[Pd:25]>>[CH3:1][C:2]1([CH3:17])[N:3]=[C:4]([c:7]2[c:8]([CH3:16])[c:9]([NH2:13])[cH:10][cH:11][cH:12]2)[O:5][CH2:6]1. Reactants: ClC1=CC=C(C=C1)S(=O)(=O)N([C@@H](CCO)C)C1=C(C=CC(=C1)Cl)Cl (4-chloro-N-(2,5-dichlorophenyl)-N-[1(R)-methyl-(3-hydroxy)-propyl]benzene-sulfonamide), C1(=CC=CC=C1)P(C1=CC=CC=C1)C1=CC=CC=C1 (triphenylphosphine), N1C=NC=C1 (imidazole), II (iodine). The solvent is C(C)OCC.CC#N (diethyl ether CH3CN). Conditions: time 12 hour. Yields the product ClC1=CC=C(C=C1)S(=O)(=O)N([C@@H](CCI)C)C1=C(C=CC(=C1)Cl)Cl (4-Chloro-N-(2,5-dichlorophenyl)-N-[1(R)methyl-(3-iodo)-propyl]benzene Sulfonamide). The yield is 96.0%. Reaction SMILES: [Cl:1][C:2]1[CH:7]=[CH:6][C:5]([S:8]([N:11]([C:17]2[CH:22]=[C:21]([Cl:23])[CH:20]=[CH:19][C:18]=2[Cl:24])[C@H:12]([CH3:16])[CH2:13][CH2:14]O)(=[O:10])=[O:9])=[CH:4][CH:3]=1.C1(P(C2C=CC=CC=2)C2C=CC=CC=2)C=CC=CC=1.N1C=CN=C1.[I:49]I>C(OCC)C.CC#N>[Cl:1][C:2]1[CH:7]=[CH:6][C:5]([S:8]([N:11]([C:17]2[CH:22]=[C:21]([Cl:23])[CH:20]=[CH:19][C:18]=2[Cl:24])[C@H:12]([CH3:16])[CH2:13][CH2:14][I:49])(=[O:10])=[O:9])=[CH:4][CH:3]=1 |f:4.5|. Procedure: To a solution of 4-chloro-N-(2,5-dichlorophenyl)-N-[1(R)-methyl-(3-hydroxy)-propyl]benzene-sulfonamide (1.40 g, 3.40 mmol), triphenylphosphine (0.900 g, 3.40 mmol) and imidazole (0.230 g, 3.40 mmol) in diethyl ether/CH3CN (2:1, 7.0 mL) was added iodine (0.860 g, 3.40 mmol) at 0° C. under nitrogen and stirred for 12 h. The solvent was removed, the residue was taken into CH2Cl2, washed with water, dried over Na2SO4 and filtered. The organic solution was concentrated to afford the title compound as... The reactants are COC1=C(CO)C(=C(C=C1C)OC)C (2,5-dimethoxy-3,6-dimethylbenzyl alcohol), P(Br)(Br)Br (phosphorus tribromide). Solvent: C1CCOC1 (THF). Reaction conditions: time 2 hour. The product is COC1=C(CBr)C(=C(C=C1C)OC)C (2,5-dimethoxy-3,6-dimethylbenzyl bromide). Isolated yield 208.4%. As a reaction SMILES: [CH3:1][O:2][C:3]1[C:10]([CH3:11])=[CH:9][C:8]([O:12][CH3:13])=[C:7]([CH3:14])[C:4]=1[CH2:5]O.P(Br)(Br)[Br:16]>C1COCC1>[CH3:1][O:2][C:3]1[C:10]([CH3:11])=[CH:9][C:8]([O:12][CH3:13])=[C:7]([CH3:14])[C:4]=1[CH2:5][Br:16]. Procedure: To a solution of 2,5-dimethoxy-3,6-dimethylbenzyl alcohol (23.6 g, 0.12 mol) in THF (250 ml) was added dropwise phosphorus tribromide (5.7 ml, 0.06 mol) at 0° C., the mixture was stirred at room temperature for 2 hours, and then the solvent was removed under reduced pressure. The residue was diluted with ethyl acetate (250 ml), and washed with a saturated aqueous solution of sodium bicarbonate. The organic layer was dried over sodium sulfate and concentrated under reduced pressure to obtain 32.4... Starting materials: C(=CC)N1C(N(CC1)CC1COCC1)=N[N+](=O)[O-] (1-(1-propenyl)-2-nitroimino-3-[(tetrahydro-3-furanyl)methyl]imidazolidine), Cl (hydrochloric acid), C([O-])(O)=O.[Na+] (sodium bicarbonate). Run in C(C)O (ethanol). Run at temperature 60 celsius, time 3 hour. The product is O1CC(CC1)CN1C(NCC1)=N[N+](=O)[O-] (1-[(tetrahydro-3furanyl)methyl]-2-(nitroimino)imidazolidine). The yield is 60.5%. Reaction SMILES: C([N:4]1[CH2:8][CH2:7][N:6]([CH2:9][CH:10]2[CH2:14][CH2:13][O:12][CH2:11]2)[C:5]1=[N:15][N+:16]([O-:18])=[O:17])=CC.Cl.C(=O)(O)[O-].[Na+]>C(O)C>[O:12]1[CH2:13][CH2:14][CH:10]([CH2:9][N:6]2[CH2:7][CH2:8][NH:4][C:5]2=[N:15][N+:16]([O-:18])=[O:17])[CH2:11]1 |f:2.3|. Procedure: A mixture of 2.0 g of 1-(1-propenyl)-2-nitroimino-3-[(tetrahydro-3-furanyl)methyl]imidazolidine, 20 ml of 2N hydrochloric acid and 20 ml of ethanol was stirred at 60° C. for 3 hours. After the completion of reaction, the reaction mixture was neutralized with an aqueous solution of saturated sodium bicarbonate, followed by extraction with methylene chloride three times. Next, the extract was dried over sodium sulfate, anhydrous and then concentrated under a reduced pressure. The resultant oily su... Reactants: OCC1=C(C=C(C=C1)C)OS(=O)(=O)C (methanesulfonic acid 2-hydroxymethyl-5-methylphenyl ester), C(Br)(Br)(Br)Br (CBr4), C1=CC=C(C=C1)P(C2=CC=CC=C2)C3=CC=CC=C3 (PPh3). Run in C(Cl)Cl (DCM). Run at time 6 hour. Product: BrCC1=C(C=C(C=C1)C)OS(=O)(=O)C (Methanesulfonic acid 2-bromomethyl-5-methylphenyl ester). Reaction SMILES: O[CH2:2][C:3]1[CH:8]=[CH:7][C:6]([CH3:9])=[CH:5][C:4]=1[O:10][S:11]([CH3:14])(=[O:13])=[O:12].C(Br)(Br)(Br)[Br:16].C1C=CC(P(C2C=CC=CC=2)C2C=CC=CC=2)=CC=1>C(Cl)Cl>[Br:16][CH2:2][C:3]1[CH:8]=[CH:7][C:6]([CH3:9])=[CH:5][C:4]=1[O:10][S:11]([CH3:14])(=[O:13])=[O:12]. Procedure: To a solution of methanesulfonic acid 2-hydroxymethyl-5-methylphenyl ester (864 mg, 4 mmol) in DCM (45 mL) is added CBr4 (2.0 g, 6 mmol) and PPh3 (1.57 g, 6 mmol). The mixture is stirred at RT for 6 h. The solvent is removed and the residue is purified to give the title compound as a solid. The reactants are resultant solution, C(C1CCCO1)N (tetrahydrofurfurylamine), resultant mixture, O (water), aqueous solution, C(O)([O-])=O.[Na+] (sodium hydrogencarbonate), C1(C=2C(C(=O)O1)=CC=CC2)=O (phthalic anhydride). The solvent is C(Cl)(Cl)Cl (chloroform). Product: C(C1CCCO1)N1C(C=2C(C1=O)=CC=CC2)=O (N-tetrahydrofurfuryl phthalimide). Reaction SMILES: [C:1]1(=[O:11])[O:6][C:4](=O)[C:3]2=[CH:7][CH:8]=[CH:9][CH:10]=[C:2]12.[CH2:12]([NH2:18])[CH:13]1[O:17][CH2:16][CH2:15][CH2:14]1.O.C(=O)([O-])O.[Na+]>C(Cl)(Cl)Cl>[CH2:12]([N:18]1[C:1](=[O:11])[C:2]2=[CH:10][CH:9]=[CH:8][CH:7]=[C:3]2[C:4]1=[O:6])[CH:13]1[O:17][CH2:16][CH2:15][CH2:14]1 |f:3.4|. Procedure: 19.8 g (134 mmol) of phthalic anhydride were dissolved in 500 ml of chloroform. To the resultant solution, 10 g (99 mmol) of tetrahydrofurfurylamine were added with stirring. The resultant mixture was subjected to a reflux overnight while the reactant water yielded was distilled off. The thus obtained reaction mixture was allowed to cool and then was poured into 300 ml of aqueous solution of saturated sodium hydrogencarbonate. Thereafter, an organic solvent layer was separated from the reaction ... Starting materials: [N+](=O)([O-])C=1C=C(C(=O)O)C=C(C1)OCCCCCCCCCCCCCCCCCC (3-nitro-5-(octadecyloxy)benzoic acid), N(CC(=O)OC)CC(=O)OC (dimethyl iminodiacetate), acid chloride, S(=O)(Cl)Cl (thionyl chloride). Yields the product COC(CN(C(C1=CC(=CC(=C1)OCCCCCCCCCCCCCCCCCC)[N+](=O)[O-])=O)CC(=O)OC)=O (N-(2-methoxy-2-oxoethyl)-N-[3-nitro-5-(octadecyloxy)benzoyl]glycine methyl ester). Isolated yield 79.0%. RXN SMILES: [N+:1]([C:4]1[CH:5]=[C:6]([CH:10]=[C:11]([O:13][CH2:14][CH2:15][CH2:16][CH2:17][CH2:18][CH2:19][CH2:20][CH2:21][CH2:22][CH2:23][CH2:24][CH2:25][CH2:26][CH2:27][CH2:28][CH2:29][CH2:30][CH3:31])[CH:12]=1)[C:7]([OH:9])=O)([O-:3])=[O:2].S(Cl)(Cl)=O.[NH:36]([CH2:42][C:43]([O:45][CH3:46])=[O:44])[CH2:37][C:38]([O:40][CH3:41])=[O:39]>>[CH3:46][O:45][C:43](=[O:44])[CH2:42][N:36]([CH2:37][C:38]([O:40][CH3:41])=[O:39])[C:7](=[O:9])[C:6]1[CH:10]=[C:11]([O:13][CH2:14][CH2:15][CH2:16][CH2:17][CH2:18][CH2:19][CH2:20][CH2:21][CH2:22][CH2:23][CH2:24][CH2:25][CH2:26][CH2:27][CH2:28][CH2:29][CH2:30][CH3:31])[CH:12]=[C:4]([N+:1]([O-:3])=[O:2])[CH:5]=1. Reported procedure: Conversion of 3-nitro-5-(octadecyloxy)benzoic acid to the acid chloride with thionyl chloride followed by treatment with dimethyl iminodiacetate gave a 79% yield of N-(2-methoxy-2-oxoethyl)-N-[3-nitro-5-(octadecyloxy)benzoyl]glycine methyl ester as an oil after chromatography on silica gel using 25% ethyl acetate-hexane. The nmr spectrum was consistent with the structure. Starting materials: CO, COc1cc(C(=O)O)cc(Cl)n1, O=S(=O)(O)O. Product: COC(=O)c1cc(Cl)nc(OC)c1. As a reaction SMILES: [CH3:13][OH:14].[Cl:1][c:2]1[cH:3][c:4]([C:5](=[O:6])[OH:7])[cH:8][c:9]([O:11][CH3:12])[n:10]1.[S:15](=[O:16])(=[O:17])([OH:18])[OH:19]>>[Cl:1][c:2]1[cH:3][c:4]([C:5]([O:6][CH3:13])=[O:7])[cH:8][c:9]([O:11][CH3:12])[n:10]1. The reactants are COCCCN1CCOc2ccc(COC3CN(C(=O)OCc4ccccc4)CC(CO)C3c3ccc(COCC(C)COC)cc3)cc21, CC(=O)Cl. Product: COCCCN1CCOc2ccc(COC3CN(C(=O)OCc4ccccc4)CC(COC(C)=O)C3c3ccc(COCC(C)COC)cc3)cc21. As a reaction SMILES: [CH2:1]([c:2]1[cH:3][cH:4][cH:5][cH:6][cH:7]1)[O:8][C:9](=[O:10])[N:11]1[CH2:12][CH:13]([CH2:48][OH:49])[CH:14]([c:34]2[cH:35][cH:36][c:37]([CH2:40][O:41][CH2:42][CH:43]([CH2:44][O:45][CH3:46])[CH3:47])[cH:38][cH:39]2)[CH:15]([O:17][CH2:18][c:19]2[cH:20][cH:21][c:22]3[c:23]([cH:33]2)[N:24]([CH2:28][CH2:29][CH2:30][O:31][CH3:32])[CH2:25][CH2:26][O:27]3)[CH2:16]1.[CH3:50][C:51]([Cl:52])=[O:53]>>[CH2:1]([c:2]1[cH:3][cH:4][cH:5][cH:6][cH:7]1)[O:8][C:9](=[O:10])[N:11]1[CH2:12][CH:13]([CH2:48][O:49][C:51]([CH3:50])=[O:53])[CH:14]([c:34]2[cH:35][cH:36][c:37]([CH2:40][O:41][CH2:42][CH:43]([CH2:44][O:45][CH3:46])[CH3:47])[cH:38][cH:39]2)[CH:15]([O:17][CH2:18][c:19]2[cH:20][cH:21][c:22]3[c:23]([cH:33]2)[N:24]([CH2:28][CH2:29][CH2:30][O:31][CH3:32])[CH2:25][CH2:26][O:27]3)[CH2:16]1.